This data is from the Open Reaction Database (ORD), a public repository of structured organic reaction records. The task is: describe an organic reaction: reactants, conditions, products, and yield Reactants: CCCCc1oc2ccccc2c1CCc1ccc(OC)cc1, ClCCl. The product is CCCCc1oc2ccccc2c1CCc1ccc(O)cc1. Reaction SMILES: [CH2:1]([CH2:2][CH2:3][CH3:4])[c:5]1[o:6][c:7]2[c:8]([c:9]1[CH2:10][CH2:11][c:12]1[cH:13][cH:14][c:15]([O:18][CH3:19])[cH:16][cH:17]1)[cH:20][cH:21][cH:22][cH:23]2.[Cl:24][CH2:25][Cl:26]>>[CH2:1]([CH2:2][CH2:3][CH3:4])[c:5]1[o:6][c:7]2[c:8]([c:9]1[CH2:10][CH2:11][c:12]1[cH:13][cH:14][c:15]([OH:18])[cH:16][cH:17]1)[cH:20][cH:21][cH:22][cH:23]2. Starting materials: C1(=CC=CC=C1)CCC(=O)/N=C(\NCCC[C@@H]1[C@H](N(C1=O)C(NC1=CC=CC=C1)=O)C(=O)OCC1=CC=CC=C1)/NC(CCC1=CC=CC=C1)=O ((2S,3R,E)-benzyl 3-(3-(2,3-bis(3-phenylpropanoyl)guanidino)propyl)-4-oxo-1-(phenylcarbamoyl)azetidine-2-carboxylate). Reagents/catalysts: [Pd] (Pd/C). Run in C1CCOC1 (THF), Cl (HCl). Conditions: time 18 hour. Product: N(C(=N)N)CCC[C@@H]1[C@H](N(C1=O)C(NC1=CC=CC=C1)=O)C(=O)O ((2S,3R)-3-(3-guanidinopropyl)-4-oxo-1-(phenylcarbamoyl)azetidine-2-carboxylic acid). The yield is 10.3%. As a reaction SMILES: C1(CCC(/[N:11]=[C:12](/[NH:41]C(=O)CCC2C=CC=CC=2)\[NH:13][CH2:14][CH2:15][CH2:16][C@H:17]2[C:20](=[O:21])[N:19]([C:22](=[O:30])[NH:23][C:24]3[CH:29]=[CH:28][CH:27]=[CH:26][CH:25]=3)[C@@H:18]2[C:31]([O:33]CC2C=CC=CC=2)=[O:32])=O)C=CC=CC=1>C1COCC1.Cl.[Pd]>[NH:13]([CH2:14][CH2:15][CH2:16][C@H:17]1[C:20](=[O:21])[N:19]([C:22](=[O:30])[NH:23][C:24]2[CH:29]=[CH:28][CH:27]=[CH:26][CH:25]=2)[C@@H:18]1[C:31]([OH:33])=[O:32])[C:12]([NH2:41])=[NH:11]. Procedure: To a solution of 150 (10 mg, 1.0 eq.) in THF (3 mL) and 1N HCl (0.5 mL) was added 10% Pd/C (20 mg). The reaction flask was then evacuated and flushed with hydrogen and stirred under an atmosphere of hydrogen for 18 hours. The reaction was then filtered through Celite and concentrated in vacuo. The crude material was purified via HPLC (C18, acetonitrile/water, 0.1% TFA) to yield 151 (0.5 mg). The reactants are C(C)OC(=O)[C@H]1[C@@H](CC=CC1)C(=O)OCC (trans-4-cyclohexene-1,2-dicarboxylic acid diethyl ester), [H-].[Al+3].[Li+].[H-].[H-].[H-] (lithium aluminum hydride), C(Cl)(Cl)Cl (chloroform), CCOCC.CCCCCC (ether hexane). Run in O1CCCC1 (tetrahydrofuran), O1CCCC1 (tetrahydrofuran). Run at temperature 0 celsius, time 3 hour. Product: OC[C@@H]1CC=CC[C@H]1CO (trans-1,6-dihydroxymethyl-3-cyclohexene). Isolated yield 127.3%. RXN SMILES: C([O:3][C:4]([C@@H:6]1[CH2:11][CH:10]=[CH:9][CH2:8][C@H:7]1[C:12](OCC)=[O:13])=O)C.[H-].[Al+3].[Li+].[H-].[H-].[H-].CCOCC.CCCCCC.C(Cl)(Cl)Cl>O1CCCC1>[OH:3][CH2:4][C@H:6]1[C@H:7]([CH2:12][OH:13])[CH2:8][CH:9]=[CH:10][CH2:11]1 |f:1.2.3.4.5.6,7.8|. Procedure: A solution of 25 g of trans-4-cyclohexene-1,2-dicarboxylic acid diethyl ester in 140 ml of tetrahydrofuran is instilled in a suspension of 10 g of lithium aluminum hydride in 140 ml of tetrahydrofuran at room temperature and the mixture is then stirred for 3 hours at reflux temperature. It is cooled to 0° C., a mixture of tetrahydrofuran/water (1+1) is instilled slowly, stirred for 30 minutes, mixed with 150 ml of chloroform, filtered and the filtrate is concentrated by evaporation in a vacuum. ... Starting materials: N#Cc1c(F)c(F)cc(C(=O)O)c1F, ClCCl, CN(C)C=O, O=C(Cl)C(=O)Cl. Product: N#Cc1c(F)c(F)cc(C(=O)Cl)c1F. Reaction SMILES: [C:1](#[N:2])[c:3]1[c:4]([F:14])[c:5]([C:6](=[O:7])[OH:8])[cH:9][c:10]([F:13])[c:11]1[F:12].[CH2:26]([Cl:27])[Cl:28].[CH3:21][N:22]([CH3:23])[CH:24]=[O:25].[Cl:15][C:16]([C:17]([Cl:18])=[O:19])=[O:20]>>[C:1](#[N:2])[c:3]1[c:4]([F:14])[c:5]([C:6](=[O:7])[Cl:15])[cH:9][c:10]([F:13])[c:11]1[F:12]. The reactants are BrC1=C(C=O)C=CC(=C1)Cl (2-bromo-4-chlorobenzaldehyde), [BH4-].[Na+] (sodium borohydride). The solvent is CO (methanol), O (water). Conditions: time 1 hour. Yields the product BrC1=C(C=CC(=C1)Cl)CO ((2-bromo-4-chlorophenyl)methanol). Yield: 80.4%. Reaction SMILES: [Br:1][C:2]1[CH:9]=[C:8]([Cl:10])[CH:7]=[CH:6][C:3]=1[CH:4]=[O:5].[BH4-].[Na+]>CO.O>[Br:1][C:2]1[CH:9]=[C:8]([Cl:10])[CH:7]=[CH:6][C:3]=1[CH2:4][OH:5] |f:1.2|. Reported procedure: A solution of 2-bromo-4-chlorobenzaldehyde (21.95 g; 100.0 mmol) in 200 mL methanol was stirred and cooled in an ice bath for 15 minutes, and solid sodium borohydride (1.9 g; 50.0 mmol) was added. A yellow color formed and there was copious gas evolution. Stirring was continued in the bath for 1 hour. The solution was diluted with 200 mL water, and then the methanol was evaporated on a rotary evaporator. The residual mixture was extracted with 200 mL EtOAc. The organic layer was washed with 50 m... Starting materials: c1ccc2c(c1)CCNC2, CCO, c1ccc2c(-c3ccc(OCC4CO4)cc3)csc2c1. Product: OC(COc1ccc(-c2csc3ccccc23)cc1)CN1CCc2ccccc2C1. As a reaction SMILES: [CH2:21]1[NH:22][CH2:23][CH2:24][c:25]2[cH:26][cH:27][cH:28][cH:29][c:30]21.[CH3:31][CH2:32][OH:33].[s:1]1[c:2]2[c:3]([c:4](-[c:6]3[cH:7][cH:8][c:9]([O:10][CH2:11][CH:12]4[O:13][CH2:14]4)[cH:15][cH:16]3)[cH:5]1)[cH:17][cH:18][cH:19][cH:20]2>>[s:1]1[c:2]2[c:3]([c:4](-[c:6]3[cH:7][cH:8][c:9]([O:10][CH2:11][CH:12]([OH:13])[CH2:14][N:22]4[CH2:21][c:30]5[c:25]([cH:26][cH:27][cH:28][cH:29]5)[CH2:24][CH2:23]4)[cH:15][cH:16]3)[cH:5]1)[cH:17][cH:18][cH:19][cH:20]2.